describe an organic reaction: reactants, conditions, products, and yield From a dataset of the Open Reaction Database (ORD), a public repository of structured organic reaction records. Reactants: OC=1C=C2C=CC(OC2=CC1)=O (6-hydroxy coumarin), COCCl (chloromethyl methyl ether), COCCl (chloromethyl methyl ether), C(C)#N (acetonitrile), C(C)(C)N(C(C)C)CC (N,N-diisopropylethylamine). The solvent is C(C)(=O)OCC.CCCCCCC (ethyl acetate heptane). Run at time 3 hour. Yields the product COCOC=1C=C2C=CC(OC2=CC1)=O (6-methoxymethoxy coumarin). The yield is 50.7%. As a reaction SMILES: [OH:1][C:2]1[CH:3]=[C:4]2[C:9](=[CH:10][CH:11]=1)[O:8][C:7](=[O:12])[CH:6]=[CH:5]2.C(#N)C.C(N(CC)C(C)C)(C)C.[CH3:25][O:26][CH2:27]Cl>C(OCC)(=O)C.CCCCCCC>[CH3:25][O:26][CH2:27][O:1][C:2]1[CH:3]=[C:4]2[C:9](=[CH:10][CH:11]=1)[O:8][C:7](=[O:12])[CH:6]=[CH:5]2 |f:4.5|. Reported procedure: Equip a 3-L, three-neck, round-bottom flask equipped with a large blade mechanical stirrer, a thermocouple, a Claisen adapter, an addition funnel, and a reflux condenser. Add 2,5-dimethoxycinnamic acid (102.8 g, 493 mmol, 1.0 equiv) and dichloroethane (1.5 L). Add boron tribromide (247.4 g, 987 mmol, 2.0 equiv) dropwise over 45 min while keeping the temperature below 40° C. Rapidly stir the resulting mixture and heat gradually to 83° C. over 45 min, monitoring the temperature increase and gas ev... Reactants: [Li]C#CC1=CCCCC1, C#CC1=CCCCC1, C1CCOC1, [Li]CCCC, CCOC(C)=O, CCCCCC, O=C(Cl)CCl, c1ccc(P(c2ccccc2)(c2ccccc2)[Pd](P(c2ccccc2)(c2ccccc2)c2ccccc2)(P(c2ccccc2)(c2ccccc2)c2ccccc2)P(c2ccccc2)(c2ccccc2)c2ccccc2)cc1. The product is O=C(C#CC1=CCCCC1)CCl. Reaction SMILES: [C:14]1([C:15]#[C:16][Li:17])=[CH:22][CH2:21][CH2:20][CH2:19][CH2:18]1.[C:1](#[CH:2])[C:3]1=[CH:4][CH2:5][CH2:6][CH2:7][CH2:8]1.[CH2:28]1[O:29][CH2:30][CH2:31][CH2:32]1.[CH2:9]([Li:10])[CH2:11][CH2:12][CH3:13].[CH3:116][CH2:117][O:118][C:119](=[O:120])[CH3:121].[CH3:33][CH2:34][CH2:35][CH2:36][CH2:37][CH3:38].[Cl:23][CH2:24][C:25](=[O:26])[Cl:27].[cH:39]1[cH:40][cH:41][c:42]([P:43]([Pd:44]([P:45]([c:46]2[cH:47][cH:48][cH:49][cH:50][cH:51]2)([c:52]2[cH:53][cH:54][cH:55][cH:56][cH:57]2)[c:58]2[cH:59][cH:60][cH:61][cH:62][cH:63]2)([P:64]([c:65]2[cH:66][cH:67][cH:68][cH:69][cH:70]2)([c:71]2[cH:72][cH:73][cH:74][cH:75][cH:76]2)[c:77]2[cH:78][cH:79][cH:80][cH:81][cH:82]2)[P:83]([c:84]2[cH:85][cH:86][cH:87][cH:88][cH:89]2)([c:90]2[cH:91][cH:92][cH:93][cH:94][cH:95]2)[c:96]2[cH:97][cH:98][cH:99][cH:100][cH:101]2)([c:102]2[cH:103][cH:104][cH:105][cH:106][cH:107]2)[c:108]2[cH:109][cH:110][cH:111][cH:112][cH:113]2)[cH:114][cH:115]1>>[C:1](#[C:2][C:25]([CH2:24][Cl:23])=[O:26])[C:3]1=[CH:4][CH2:5][CH2:6][CH2:7][CH2:8]1. The reactants are BrCCCOc1ccc(-c2csc3ccccc23)cc1, O=C([O-])[O-], C1CCNCC1, CC#N, CCOC(C)=O, CO, [K+], [K+]. Product: c1ccc2c(-c3ccc(OCCCN4CCCCC4)cc3)csc2c1. Reaction SMILES: [Br:1][CH2:2][CH2:3][CH2:4][O:5][c:6]1[cH:7][cH:8][c:9](-[c:12]2[c:13]3[c:14]([s:15][cH:16]2)[cH:17][cH:18][cH:19][cH:20]3)[cH:10][cH:11]1.[C:27](=[O:28])([O-:29])[O-:30].[CH2:21]1[CH2:22][CH2:23][NH:24][CH2:25][CH2:26]1.[CH3:33][C:34]#[N:35].[CH3:36][CH2:37][O:38][C:39](=[O:40])[CH3:41].[CH3:42][OH:43].[K+:31].[K+:32]>>[CH2:2]([CH2:3][CH2:4][O:5][c:6]1[cH:7][cH:8][c:9](-[c:12]2[c:13]3[c:14]([s:15][cH:16]2)[cH:17][cH:18][cH:19][cH:20]3)[cH:10][cH:11]1)[N:24]1[CH2:23][CH2:22][CH2:21][CH2:26][CH2:25]1. The reactants are FC1=C2COC(C2=CC=C1C=C)=O (4-fluoro-5-vinyl-3H-isobenzofuran-1-one), C1=CC(=CC(=C1)Cl)C(=O)OO (mCPBA). Run in C(Cl)Cl (DCM), C(Cl)Cl (DCM). Reaction conditions: time 8 hour. Product: FC1=C2COC(C2=CC=C1C1OC1)=O (4-fluoro-5-oxiranyl-3H-isobenzofuran-1-one). As a reaction SMILES: [F:1][C:2]1[C:10]([CH:11]=[CH2:12])=[CH:9][CH:8]=[C:7]2[C:3]=1[CH2:4][O:5][C:6]2=[O:13].C1C=C(Cl)C=C(C(OO)=[O:22])C=1>C(Cl)Cl>[F:1][C:2]1[C:10]([CH:11]2[CH2:12][O:22]2)=[CH:9][CH:8]=[C:7]2[C:3]=1[CH2:4][O:5][C:6]2=[O:13]. Procedure details: To a solution of 4-fluoro-5-vinyl-3H-isobenzofuran-1-one (4.0 g, 17.3 mmol) in 100 mL of DCM was slowly added mCPBA (6.0 g, 85% purity, 34.6 mmol) in 50 mL of DCM at 0° C. After warming to room temperature, the mixture was stirred overnight. The mixture was washed with aqueous Na2SO3 until KI paper didn't change color. The organic layers were washed with brine and then concentrated. The residue was purified by column chromatography to give product 4-fluoro-5-oxiranyl-3H-isobenzofuran-1-one.